This data is from the Open Reaction Database (ORD), a public repository of structured organic reaction records. The task is: describe an organic reaction: reactants, conditions, products, and yield Starting materials: CCOCC (ether), FC1=CC=C(C=C1)C=1N=NC(=C(C1C1=CC=C(C=C1)F)CO)C(C)C (3,4-Di(4-fluorophenyl)-6-isopropylpyridazin-5-ylmethanol), C=1C=C[NH+]=CC1.[O-][Cr](=O)(=O)Cl (PCC). The solvent is ClCCl (dichloromethane), ClCCl (dichloromethane). Run at time 3 hour. The product is FC1=CC=C(C=C1)C=1N=NC(=C(C1C1=CC=C(C=C1)F)C=O)C(C)C (3,4-Di(4-fluorophenyl)-6-isopropylpyridazine-5-carbaldehyde). The yield is 80.6%. RXN SMILES: [F:1][C:2]1[CH:7]=[CH:6][C:5]([C:8]2[N:9]=[N:10][C:11]([CH:23]([CH3:25])[CH3:24])=[C:12]([CH2:21][OH:22])[C:13]=2[C:14]2[CH:19]=[CH:18][C:17]([F:20])=[CH:16][CH:15]=2)=[CH:4][CH:3]=1.C1C=C[NH+]=CC=1.[O-][Cr](Cl)(=O)=O.CCOCC>ClCCl>[F:1][C:2]1[CH:3]=[CH:4][C:5]([C:8]2[N:9]=[N:10][C:11]([CH:23]([CH3:25])[CH3:24])=[C:12]([CH:21]=[O:22])[C:13]=2[C:14]2[CH:19]=[CH:18][C:17]([F:20])=[CH:16][CH:15]=2)=[CH:6][CH:7]=1 |f:1.2|. Reported procedure: 1.8 g (5.5 mmol) of the compound from Example 7a in 30 ml of dichloromethane are poured into a suspension of 1.8 g (0.4 mmol) of PCC in 30 ml of dichloromethane at room temperature. After stirring at room temperature for 3 h, 3 volumes of ether are added, and the mixture is filtered through silica gel. Removal of the solvent in vacuo, and chromatography on silica gel (cyclohexane/ethyl acetate 1) yields 1.5 g of the title compound as a solid. The reactants are C(#N)C1=C(C=CC=C1)O (2-cyanophenol), BrCCCCl (1-bromo-3-chloropropane), C([O-])([O-])=O.[K+].[K+] (potassium carbonate). Run in CC(=O)C (acetone), C(Cl)(Cl)Cl (chloroform). The product is ClCCCOC1=C(C#N)C=CC=C1 (2-(3-Chloropropoxy)benzonitrile). The yield is 97.5%. As a reaction SMILES: [C:1]([C:3]1[CH:8]=[CH:7][CH:6]=[CH:5][C:4]=1[OH:9])#[N:2].Br[CH2:11][CH2:12][CH2:13][Cl:14].C(=O)([O-])[O-].[K+].[K+]>CC(C)=O.C(Cl)(Cl)Cl>[Cl:14][CH2:13][CH2:12][CH2:11][O:9][C:4]1[CH:5]=[CH:6][CH:7]=[CH:8][C:3]=1[C:1]#[N:2] |f:2.3.4|. Procedure: A mixture of 2-cyanophenol (50.0 g, 0.42 mole), 1-bromo-3-chloropropane (67.7 g, 0.43 mole), and potassium carbonate (58.0 g, 0.42 mole) was heated overnight at gentle reflux in 500 ml of acetone. The reaction mixture was stripped to dryness and the residue was dissolved in chloroform. The chloroform layer was extracted several times with 5% sodium hydroxide. The chloroform layer was dried (anhydrous sodium sulfate), filtered, and the solvent was removed, to give a brown oil (80.09 g). A ten gra... Reactants: O=C([O-])[O-], CCc1c(NC(=O)C(F)(F)F)ccc2ocnc12, CCOC(C)=O, CO, [K+], [K+], O. Product: CCc1c(N)ccc2ocnc12. As a reaction SMILES: [C:20](=[O:21])([O-:22])[O-:23].[CH2:1]([CH3:2])[c:3]1[c:4]([NH:12][C:13](=[O:14])[C:15]([F:16])([F:17])[F:18])[cH:5][cH:6][c:7]2[c:8]1[n:9][cH:10][o:11]2.[CH3:26][CH2:27][O:28][C:29](=[O:30])[CH3:31].[CH3:32][OH:33].[K+:24].[K+:25].[OH2:19]>>[CH2:1]([CH3:2])[c:3]1[c:4]([NH2:12])[cH:5][cH:6][c:7]2[c:8]1[n:9][cH:10][o:11]2. The reactants are ClC=1C=C(C=CC1Cl)C1(CN(CC1)C(C1=CC(=C(C(=C1)OC)OC)OC)=O)CCCS(=O)(=O)[O-] (2-[3-(3,4-dichloro-phenyl)-1-(3,4,5-trimethoxy-benzoyl)-pyrrolidin-3-yl]-ethyl-methanesulfonate), Cl.C(C1=CC=CC=C1)N1C(N(C2(C1=O)CCNCC2)C2=CC=C(C=C2)F)=O (3-benzyl-1-(4-fluoro-phenyl)-1,3,8-triaza-spiro[4.5]decane-2,4-dione hydrochloride). Procedure details: Prepare by the method of example 3.3 using 2-[3-(3,4-dichloro-phenyl)-1-(3,4,5-trimethoxy-benzoyl)-pyrrolidin-3-yl]-ethyl-methanesulfonate (5 mmol) and 3-benzyl-1-(4-fluoro-phenyl)-1,3,8-triaza-spiro[4.5]decane-2,4-dione hydrochloride (7.5 mmol, 1.5 eq.). Chromatograph on silica gel to give the title compound. RXN SMILES: [Cl:1][C:2]1[CH:3]=[C:4]([C:9]2([CH2:28][CH2:29]CS([O-])(=O)=O)[CH2:13][CH2:12][N:11]([C:14](=[O:27])[C:15]3[CH:20]=[C:19]([O:21][CH3:22])[C:18]([O:23][CH3:24])=[C:17]([O:25][CH3:26])[CH:16]=3)[CH2:10]2)[CH:5]=[CH:6][C:7]=1[Cl:8].Cl.[CH2:36]([N:43]1[C:47](=[O:48])[C:46]2([CH2:53][CH2:52][NH:51][CH2:50][CH2:49]2)[N:45]([C:54]2[CH:59]=[CH:58][C:57]([F:60])=[CH:56][CH:55]=2)[C:44]1=[O:61])[C:37]1[CH:42]=[CH:41][CH:40]=[CH:39][CH:38]=1>>[CH2:36]([N:43]1[C:47](=[O:48])[C:46]2([CH2:53][CH2:52][N:51]([CH2:29][CH2:28][C:9]3([C:4]4[CH:5]=[CH:6][C:7]([Cl:8])=[C:2]([Cl:1])[CH:3]=4)[CH2:13][CH2:12][N:11]([C:14](=[O:27])[C:15]4[CH:20]=[C:19]([O:21][CH3:22])[C:18]([O:23][CH3:24])=[C:17]([O:25][CH3:26])[CH:16]=4)[CH2:10]3)[CH2:50][CH2:49]2)[N:45]([C:54]2[CH:55]=[CH:56][C:57]([F:60])=[CH:58][CH:59]=2)[C:44]1=[O:61])[C:37]1[CH:42]=[CH:41][CH:40]=[CH:39][CH:38]=1 |f:1.2|. Product: C(C1=CC=CC=C1)N1C(N(C2(C1=O)CCN(CC2)CCC2(CN(CC2)C(C2=CC(=C(C(=C2)OC)OC)OC)=O)C2=CC(=C(C=C2)Cl)Cl)C2=CC=C(C=C2)F)=O (3-benzyl-8-[2-[3-(3,4-dichloro-phenyl)-1-(3,4,5-trimethoxy-benzoyl)-pyrrolidin-3-yl]-ethyl]-1-(4-fluoro-phenyl)-1,3,8-triaza-spiro[4.5]decane-2,4-dione). Starting materials: ClC1=C(C(=O)Cl)C(=CC(=N1)C)C (2-chloro-4,6-dimethylnicotinoyl chloride), C(C)(C)(C)C1=C(C(=CC=C1)C(C)(C)C)O (2,6-di-tertiary butylphenol), stannic chloride. The solvent is ClC(C)Cl (dichloroethane). The product is ClC1=C(C(=O)C2=CC(=C(C(=C2)C(C)(C)C)O)C(C)(C)C)C(=CC(=N1)C)C (4-(2-chloro-4,6-dimethylnicotinoyl)-2,6-di-tertiary butylphenol). Yield: 81.9%. As a reaction SMILES: [Cl:1][C:2]1[N:10]=[C:9]([CH3:11])[CH:8]=[C:7]([CH3:12])[C:3]=1[C:4](Cl)=[O:5].[C:13]([C:17]1[CH:22]=[CH:21][CH:20]=[C:19]([C:23]([CH3:26])([CH3:25])[CH3:24])[C:18]=1[OH:27])([CH3:16])([CH3:15])[CH3:14]>ClC(Cl)C>[Cl:1][C:2]1[N:10]=[C:9]([CH3:11])[CH:8]=[C:7]([CH3:12])[C:3]=1[C:4]([C:21]1[CH:20]=[C:19]([C:23]([CH3:24])([CH3:25])[CH3:26])[C:18]([OH:27])=[C:17]([C:13]([CH3:16])([CH3:15])[CH3:14])[CH:22]=1)=[O:5]. Procedure details: The similar procedure in reference example 1 by using 12.2 g of 2-chloro-4,6-dimethylnicotinoyl chloride, 14.8 g of 2,6-di-tertiary butylphenol and 18.8 g of anhydrous stannic chloride in dichloroethane is performed and the obtained crude product is recrystallized from hexane to give 18.3 g of 4-(2-chloro-4,6-dimethylnicotinoyl)-2,6-di-tertiary butylphenol as pale yellow crystals, melting at 129°-132° C. According to the similar manner as the above Reference Examples, 4-(2-chloro-6-isopropylnico... Reaction SMILES: [CH3:13][CH2:14][OH:15].[O:1]=[CH:2][CH:3]([OH:4])[CH:5]([OH:6])[CH:7]([OH:8])[CH:9]([OH:10])[CH2:11][OH:12]>>[O:1]=[CH:2][CH:3]([OH:4])[CH:5]([OH:6])[CH:7]([OH:8])[CH:9]([OH:10])[C:11](=[O:12])[OH:15]. Yields the product O=CC(O)C(O)C(O)C(O)C(=O)O. Starting materials: CCO, O=CC(O)C(O)C(O)C(O)CO.